Dataset: the Open Reaction Database (ORD), a public repository of structured organic reaction records. Task: describe an organic reaction: reactants, conditions, products, and yield Reactants: O=Cc1ccc(OCc2ccccc2)cc1O, CN(C)c1ccncc1, COc1cc2nccc(Cl)c2cc1OC, Clc1ccccc1, O. Yields the product COc1cc2nccc(Oc3cc(OCc4ccccc4)ccc3C=O)c2cc1OC. Reaction SMILES: [CH2:16]([c:17]1[cH:18][cH:19][cH:20][cH:21][cH:22]1)[O:23][c:24]1[cH:25][c:26]([OH:32])[c:27]([CH:28]=[O:29])[cH:30][cH:31]1.[CH3:34][N:35]([CH3:36])[c:37]1[cH:38][cH:39][n:40][cH:41][cH:42]1.[Cl:1][c:2]1[cH:3][cH:4][n:5][c:6]2[cH:7][c:8]([O:14][CH3:15])[c:9]([O:12][CH3:13])[cH:10][c:11]12.[Cl:43][c:44]1[cH:45][cH:46][cH:47][cH:48][cH:49]1.[OH2:33]>>[c:2]1([O:32][c:26]2[cH:25][c:24]([O:23][CH2:16][c:17]3[cH:18][cH:19][cH:20][cH:21][cH:22]3)[cH:31][cH:30][c:27]2[CH:28]=[O:29])[cH:3][cH:4][n:5][c:6]2[cH:7][c:8]([O:14][CH3:15])[c:9]([O:12][CH3:13])[cH:10][c:11]12. The reactants are CCN1C(=O)CN=C(c2ccccc2F)c2cc(C(C)=O)ccc21, ClCCl, CCO, Cl, NO, c1ccncc1. The product is CCN1C(=O)CN=C(c2ccccc2F)c2cc(C(C)=NO)ccc21. RXN SMILES: [C:1]([CH3:2])(=[O:3])[c:4]1[cH:5][cH:6][c:7]2[c:8]([cH:24]1)[C:9]([c:17]1[c:18]([F:23])[cH:19][cH:20][cH:21][cH:22]1)=[N:10][CH2:11][C:12](=[O:16])[N:13]2[CH2:14][CH3:15].[CH2:37]([Cl:38])[Cl:39].[CH3:34][CH2:35][OH:36].[ClH:25].[NH2:26][OH:27].[cH:28]1[cH:29][cH:30][n:31][cH:32][cH:33]1>>[C:1]([CH3:2])([c:4]1[cH:5][cH:6][c:7]2[c:8]([cH:24]1)[C:9]([c:17]1[c:18]([F:23])[cH:19][cH:20][cH:21][cH:22]1)=[N:10][CH2:11][C:12](=[O:16])[N:13]2[CH2:14][CH3:15])=[N:26][OH:27].